This data is from the Open Reaction Database (ORD), a public repository of structured organic reaction records. The task is: describe an organic reaction: reactants, conditions, products, and yield The reactants are ClC=1C(=NC(=NC1)NC=1SC(=NN1)N1CCN(CC1)C1=NC=CC=C1)NC1=C(C=C(C=C1)P(=O)(C)C)S(=O)(=O)C(C)C (5-chloro-N4-[4-(dimethylphosphoryl)-2-(propan-2-ylsulfonyl)phenyl]-N2-{5-[4-(pyridin-2-yl)piperazin-1-yl]-1,3,4-thiadiazol-2-yl}pyrimidine-2,4-diamine), N1(CCOCC1)C=1SC=C(N1)CN (1-[2-(morpholin-4-yl)-1,3-thiazol-4-yl]methanamine). Yields the product ClC=1C(=NC(=NC1)NCC=1N=C(SC1)N1CCOCC1)NC1=C(C=C(C=C1)P(=O)(C)C)S(=O)(=O)C(C)C (5-chloro-N4-[4-(dimethylphosphoryl)-2-(propan-2-ylsulfonyl)phenyl]-N2-{[2-(morpholin-4-yl)-1,3-thiazol-4-yl]methyl}pyrimidine-2,4-diamine). Reaction SMILES: [Cl:1][C:2]1[C:3]([NH:26][C:27]2[CH:32]=[CH:31][C:30]([P:33]([CH3:36])([CH3:35])=[O:34])=[CH:29][C:28]=2[S:37]([CH:40]([CH3:42])[CH3:41])(=[O:39])=[O:38])=[N:4][C:5]([NH:8][C:9]2SC(N3CCN(C4C=CC=CN=4)CC3)=NN=2)=[N:6][CH:7]=1.[N:43]1([C:49]2[S:50][CH:51]=[C:52](CN)[N:53]=2)[CH2:48][CH2:47][O:46][CH2:45][CH2:44]1>>[Cl:1][C:2]1[C:3]([NH:26][C:27]2[CH:32]=[CH:31][C:30]([P:33]([CH3:35])([CH3:36])=[O:34])=[CH:29][C:28]=2[S:37]([CH:40]([CH3:42])[CH3:41])(=[O:38])=[O:39])=[N:4][C:5]([NH:8][CH2:9][C:52]2[N:53]=[C:49]([N:43]3[CH2:44][CH2:45][O:46][CH2:47][CH2:48]3)[S:50][CH:51]=2)=[N:6][CH:7]=1. Procedure: This compound can be prepared as in Example 32 by reacting 2,5-dichloro-N-[4-(dimethylphosphoryl)-2-(propan-2-ylsulfonyl)phenyl]pyrimidin-4-amine (as described in Example 53) with 1-[2-(morpholin-4-yl)-1,3-thiazol-4-yl]methanamine. Starting materials: BrC1=C(C(=O)O)C=CC(=C1)F (2-bromo-4-fluorobenzoic acid), BrC1=C(C=C(C=C1)Cl)COCOC (2-Bromo-5-chloro-1-(methoxymethoxymethyl)benzene). Yields the product BrC1=C(C=CC(=C1)F)COCOC (2-Bromo-4-fluoro-1-(methoxymethoxymethyl)benzene). As a reaction SMILES: [Br:1][C:2]1[CH:10]=[C:9]([F:11])[CH:8]=[CH:7][C:3]=1[C:4](O)=[O:5].BrC1C=CC(Cl)=CC=1[CH2:20][O:21][CH2:22]OC>>[Br:1][C:2]1[CH:10]=[C:9]([F:11])[CH:8]=[CH:7][C:3]=1[CH2:4][O:5][CH2:20][O:21][CH3:22]. Reported procedure: This compound was made from 2-bromo-4-fluorobenzoic acid in the same manner as compound 18d and was used for the next step without purification.